This data is from the Open Reaction Database (ORD), a public repository of structured organic reaction records. The task is: describe an organic reaction: reactants, conditions, products, and yield Starting materials: [Cl-].[NH4+] (ammonium chloride), C[Si]([N-][Si](C)(C)C)(C)C.[Li+] (lithium hexamethyldisilazide), N1(CCOCC1)CC=1C=C(C=CC1)C=1OC(C2=C(N1)SC1=C2CCCC1)=O (2-[3-(morpholin-4-ylmethyl)phenyl]-5,6,7,8-tetrahydro-4H-[1]benzothieno[2,3-d][1,3]oxazin-4-one), C1(CC1)C1=NN=C(S1)N (5-cyclopropyl-1,3,4-thiadiazol-2-amine). The solvent is C(Cl)(Cl)Cl (Chloroform), C1CCOC1 (THF), C1CCOC1 (THF). Conditions: time 8 hour. Yields the product C1(CC1)C1=NN=C(S1)NC(=O)C1=C(SC2=C1CCCC2)NC(C2=CC(=CC=C2)CN2CCOCC2)=O (N-(5-cyclopropyl-1,3,4-thiadiazol-2-yl)-2-{[3-(morpholin-4-ylmethyl)benzoyl]amino}-4,5,6,7-tetrahydro-1-benzothiophene-3-carboxamide). Yield: 72.4%. Reaction SMILES: C[Si](C)(C)[N-][Si](C)(C)C.[Li+].[N:11]1([CH2:17][C:18]2[CH:19]=[C:20]([C:24]3[O:25][C:26](=[O:37])[C:27]4[C:32]5[CH2:33][CH2:34][CH2:35][CH2:36][C:31]=5[S:30][C:28]=4[N:29]=3)[CH:21]=[CH:22][CH:23]=2)[CH2:16][CH2:15][O:14][CH2:13][CH2:12]1.[CH:38]1([C:41]2[S:45][C:44]([NH2:46])=[N:43][N:42]=2)[CH2:40][CH2:39]1.[Cl-].[NH4+]>C(Cl)(Cl)Cl.C1COCC1>[CH:38]1([C:41]2[S:45][C:44]([NH:46][C:26]([C:27]3[C:32]4[CH2:33][CH2:34][CH2:35][CH2:36][C:31]=4[S:30][C:28]=3[NH:29][C:24](=[O:25])[C:20]3[CH:21]=[CH:22][CH:23]=[C:18]([CH2:17][N:11]4[CH2:16][CH2:15][O:14][CH2:13][CH2:12]4)[CH:19]=3)=[O:37])=[N:43][N:42]=2)[CH2:40][CH2:39]1 |f:0.1,4.5|. Reported procedure: A mixture of 0.07 mL of lithium hexamethyldisilazide (1.0M in THF) and 0.2 mL of THF was added to a mixture of 11.5 mg of 2-[3-(morpholin-4-ylmethyl)phenyl]-5,6,7,8-tetrahydro-4H-[1]benzothieno[2,3-d][1,3]oxazin-4-one, 4.9 mg of 5-cyclopropyl-1,3,4-thiadiazol-2-amine, and 0.8 mL of THF, followed by stirring overnight at room temperature. Chloroform and a saturated aqueous ammonium chloride solution were added to the reaction mixture, and the organic layer was separated. After the solvent was rem...